Dataset: the Open Reaction Database (ORD), a public repository of structured organic reaction records. Task: describe an organic reaction: reactants, conditions, products, and yield The reactants are [O-]CC.[Na+] (sodium ethoxide), C(C)(=O)C=1C=NC=CC1 (3-Acetylpyridine), [Br-].C(C)OC(=O)C[P+](C1=CC=CC=C1)(C1=CC=CC=C1)C1=CC=CC=C1 (Ethoxycarbonylmethyltriphenylphosphonium bromide). Run in C(C)O (ethanol), C(C)O (ethanol), C(C)O (ethanol). Conditions: time 14 day. Product: N1=CC(=CC=C1)\C(=C/C(=O)OCC)\C (ethyl 3-(3-pyridyl)-crotonate). The yield is 111.3%. RXN SMILES: [Br-].[CH2:2]([O:4]C(C[P+](C1C=CC=CC=1)(C1C=CC=CC=1)C1C=CC=CC=1)=O)[CH3:3].[O-:27][CH2:28][CH3:29].[Na+].[C:31]([C:34]1[CH:35]=[N:36][CH:37]=[CH:38][CH:39]=1)(=O)[CH3:32]>C(O)C>[N:36]1[CH:37]=[CH:38][CH:39]=[C:34](/[C:31](/[CH3:32])=[CH:29]\[C:28]([O:4][CH2:2][CH3:3])=[O:27])[CH:35]=1 |f:0.1,2.3|. Procedure details: Ethoxycarbonylmethyltriphenylphosphonium bromide (100 g) in ethanol (500 ml) was added with stirring under nitrogen to a solution of sodium ethoxide (from 4.28 g sodium) in ethanol (100 ml). 3-Acetylpyridine (18.8 g) in ethanol (300 ml) was added dropwise over 0.5 hour. The mixture was allowed to stand for 14 days and was evaporated to dryness. The residue was taken up in water, the pH adjusted to 8.5 and the mixture was extracted with benzene. The extract was dried, evaporated and the residue w... The reactants are C(C)(C)(C)OC(=O)N1CCN(CC1)C(=O)C1=C(N(C2=CN=CC=C21)C2=CC=CC=C2)OC2=C(C(=CC=C2C)F)C (4-[2-(3-Fluoro-2,6-dimethyl-phenoxy)-1-phenyl-1H-pyrrolo[2,3-c]pyridine-3-carbonyl]-piperazine-1-carboxylic acid tert-butyl ester), Cl.Cl.FC=1C(=C(OC2=C(C=3C(=CN=CC3)N2C2=CC=CC=C2)C(=O)N2CCNCC2)C(=CC1)C)C ([2-(3-fluoro-2,6-dimethyl-phenoxy)-1-phenyl-1H-pyrrolo[2,3-c]pyridin-3-yl]-piperazin-1-yl-methanone dihydrochloride), Cl (hydrochloric acid). The product is FC=1C(=C(OC2=C(C=3C(=CN=CC3)N2C2=CC=CC=C2)C(=O)N2CCNCC2)C(=CC1)C)C ([2-(3-Fluoro-2,6-dimethyl-phenoxy)-1-phenyl-1H-pyrrolo[2,3-c]pyridin-3-yl]-piperazin-1-yl-methanone). As a reaction SMILES: C(OC([N:8]1[CH2:13][CH2:12][N:11]([C:14]([C:16]2[C:24]3[C:19](=[CH:20][N:21]=[CH:22][CH:23]=3)[N:18]([C:25]3[CH:30]=[CH:29][CH:28]=[CH:27][CH:26]=3)[C:17]=2[O:31][C:32]2[C:37]([CH3:38])=[CH:36][CH:35]=[C:34]([F:39])[C:33]=2[CH3:40])=[O:15])[CH2:10][CH2:9]1)=O)(C)(C)C.Cl.Cl.Cl.FC1C(C)=C(C(C)=CC=1)OC1N(C2C=CC=CC=2)C2=CN=CC=C2C=1C(N1CCNCC1)=O>>[F:39][C:34]1[C:33]([CH3:40])=[C:32]([C:37]([CH3:38])=[CH:36][CH:35]=1)[O:31][C:17]1[N:18]([C:25]2[CH:26]=[CH:27][CH:28]=[CH:29][CH:30]=2)[C:19]2=[CH:20][N:21]=[CH:22][CH:23]=[C:24]2[C:16]=1[C:14]([N:11]1[CH2:10][CH2:9][NH:8][CH2:13][CH2:12]1)=[O:15] |f:2.3.4|. Reported procedure: The crude compound of step 1 was reacted analogously as described in example 1, step 7. Dissolution of the obtained solid in a small quantity of MOH, addition of hydrochloric acid (0.1 M) and lyophilization overnight yielded 42 mg of the title compound in the form of [2-(3-fluoro-2,6-dimethyl-phenoxy)-1-phenyl-1H-pyrrolo[2,3-c]pyridin-3-yl]-piperazin-1-yl-methanone dihydrochloride. Reactants: CC(=CN1N=C(C=C1)C(=O)O)C (1-(2-methyl-prop-1-en-1-yl)-1H-pyrazole-3-carboxylic acid), N[C@H](CN1N=C(C=C1)C1=CC(=C(C#N)C(=C1)F)Cl)C ((S)-4-(1-(2-aminopropyl)-1H-pyrazol-3-yl)-2-chloro-6-fluoro-benzonitrile). Run in C(Cl)Cl (DCM), C(Cl)Cl (DCM). Product: ClC=1C=C(C=C(C1C#N)F)C1=NN(C=C1)C[C@H](C)NC(=O)C1=NN(C=C1)C=C(C)C ((S)—N-(1-(3-(3-Chloro-4-cyano-5-fluorophenyl)-1H-pyrazol-1-yl)propan-2-yl)-1-(2-methylprop-1-enyl)-1H-pyrazole-3-carboxamide). Yield: 77.8%. As a reaction SMILES: [CH3:1][C:2]([CH3:12])=[CH:3][N:4]1[CH:8]=[CH:7][C:6]([C:9]([OH:11])=O)=[N:5]1.[NH2:13][C@@H:14]([CH3:31])[CH2:15][N:16]1[CH:20]=[CH:19][C:18]([C:21]2[CH:28]=[C:27]([F:29])[C:24]([C:25]#[N:26])=[C:23]([Cl:30])[CH:22]=2)=[N:17]1>C(Cl)Cl>[Cl:30][C:23]1[CH:22]=[C:21]([C:18]2[CH:19]=[CH:20][N:16]([CH2:15][C@@H:14]([NH:13][C:9]([C:6]3[CH:7]=[CH:8][N:4]([CH:3]=[C:2]([CH3:1])[CH3:12])[N:5]=3)=[O:11])[CH3:31])[N:17]=2)[CH:28]=[C:27]([F:29])[C:24]=1[C:25]#[N:26]. Procedure: The title compound was prepared using the procedure described in Example 3(h) starting from 1-(2-methyl-prop-1-en-1-yl)-1H-pyrazole-3-carboxylic acid (1.076 mmol, 179 mg) and (S)-4-(1-(2-aminopropyl)-1H-pyrazol-3-yl)-2-chloro-6-fluoro-benzonitrile (0.897 mmol, 250 mg) using DCM (5 ml) as the solvent. The mixture was diluted with DCM, washed with 1M Na2CO3 and water. The organic phase was dried, filtered and evaporated. The product was purified by flash chromatography. 298 mg of the title compoun...